This data is from the Open Reaction Database (ORD), a public repository of structured organic reaction records. The task is: describe an organic reaction: reactants, conditions, products, and yield Reaction SMILES: [CH3:1][C:2]1[CH:7]=[C:6]([CH2:8][N:9]2[CH2:13][CH2:12][CH2:11][CH2:10]2)[CH:5]=[C:4]([CH3:14])[C:3]=1[OH:15].CC(C)([O-])C.[K+].CS(O[C@H:27]1[CH2:30][C@@H:29]([CH2:31][N:32]2[CH2:37][CH2:36][O:35][CH2:34][CH2:33]2)[CH2:28]1)(=O)=O.C(Cl)(Cl)[Cl:39]>CS(C)=O.[Br-].C([N+](CCCC)(CCCC)CCCC)CCC>[ClH:39].[ClH:39].[CH3:1][C:2]1[CH:7]=[C:6]([CH2:8][N:9]2[CH2:13][CH2:12][CH2:11][CH2:10]2)[CH:5]=[C:4]([CH3:14])[C:3]=1[O:15][C@H:27]1[CH2:28][C@H:29]([CH2:31][N:32]2[CH2:33][CH2:34][O:35][CH2:36][CH2:37]2)[CH2:30]1 |f:1.2,6.7,8.9.10|. The yield is 23.0%. Solvent: CS(=O)C (DMSO), CS(=O)C (DMSO). Starting materials: C(Cl)(Cl)Cl (CHCl3), intermediate 41, CS(=O)(=O)O[C@@H]1C[C@@H](C1)CN1CCOCC1 (cis-3-(Morpholin-4-ylmethyl)cyclobutyl methanesulfonate), intermediate 54, CC1=C(C(=CC(=C1)CN1CCCC1)C)O (2,6-Dimethyl-4-(pyrrolidin-1-ylmethyl)phenol), CC(C)([O-])C.[K+] (potassium tert-butoxide). Product: Cl.Cl.CC1=C(O[C@@H]2C[C@H](C2)CN2CCOCC2)C(=CC(=C1)CN1CCCC1)C (4-({trans-3-[2,6-dimethyl-4-(pyrrolidin-1-ylmethyl)phenoxy]cyclobutyl}methyl)-morpholine Dihydrochloride). Procedure details: A solution of intermediate 54, 2,6-Dimethyl-4-(pyrrolidin-1-ylmethyl)phenol (1.31 g, 3.2 mmol) and potassium tert-butoxide (0.36 g, 3.2 mmol) in DMSO (15 mL) was heated to 90° C. under vigorous stirring in a flow of argon. The mixture was stirred at this temperature for 15 min. A solution of intermediate 41, cis-3-(Morpholin-4-ylmethyl)cyclobutyl methanesulfonate (0.4 g, 1.6 mmol) in DMSO (10 mL) and tetrabutylammonium bromide (1 g, 0.1 mmol) were added. The mixture was stirred at 90-100° C. for... Reagents/catalysts: [Br-].C(CCC)[N+](CCCC)(CCCC)CCCC (tetrabutylammonium bromide). Starting materials: C(C)OC(CCCOC1=CC=C(C=C1)C1=CC=C(C=C1)C#N)=O (4-[4-(4-cyanophenyl)phenoxy]butanoic acid ethyl ester), BrCC(=O)OC(C)(C)C (t-butyl bromoacetate), C(C)(C)NC(C)C (diisopropylamine), C(CCC)[Li] (n-butyllithium). The solvent is C1CCOC1 (THF), C1CCOC1 (THF). Conditions: time 15 minute. The product is ethyl acetate-hexanes, C(C)(C)(C)OC(CC(CCOC1=CC=C(C=C1)C1=CC=C(C=C1)C#N)C(=O)OCC)=O (3-carboethoxy-5-[4(4-cyanophenyl)phenoxy]pentanoic acid tert-butyl ester). Yield: 33.1%. RXN SMILES: C(NC(C)C)(C)C.C([Li])CCC.[CH2:13]([O:15][C:16](=[O:35])[CH2:17][CH2:18][CH2:19][O:20][C:21]1[CH:26]=[CH:25][C:24]([C:27]2[CH:32]=[CH:31][C:30]([C:33]#[N:34])=[CH:29][CH:28]=2)=[CH:23][CH:22]=1)[CH3:14].Br[CH2:37][C:38]([O:40][C:41]([CH3:44])([CH3:43])[CH3:42])=[O:39]>C1COCC1>[C:41]([O:40][C:38](=[O:39])[CH2:37][CH:17]([C:16]([O:15][CH2:13][CH3:14])=[O:35])[CH2:18][CH2:19][O:20][C:21]1[CH:26]=[CH:25][C:24]([C:27]2[CH:28]=[CH:29][C:30]([C:33]#[N:34])=[CH:31][CH:32]=2)=[CH:23][CH:22]=1)([CH3:44])([CH3:43])[CH3:42]. Procedure details: To a -78° C. solution in THF (100 mL) of diisopropylamine (0.94 mL, 7.15 mmol) was added n-butyllithium (25M in hexanes, 2.86 mL, 7. 15 mmol) and the mixture was stirred for 15 minutes. A solution in THF (25 mL) of 4-[4-(4-cyanophenyl)phenoxy]butanoic acid ethyl ester (2.01 g, 6.5 mmol), prepared as in step 1, was added dropwise and the reaction mixture was stirred for 15 minutes. Neat t-butyl bromoacetate (1.03 mL, 6.8 mmol) was added rapidly and the reaction mixture was stirred at -78° C. for ...